Dataset: the Open Reaction Database (ORD), a public repository of structured organic reaction records. Task: describe an organic reaction: reactants, conditions, products, and yield The reactants are CC(C)(C)OC(=O)N1CCCC1COc1ccc(N2C(=O)c3ccccc3C2=O)cc1, Cl, C1COCCO1. Product: Cl, O=C1c2ccccc2C(=O)N1c1ccc(OCC2CCCN2)cc1. RXN SMILES: [C:1]([O:2][C:3](=[O:4])[N:8]1[CH:9]([CH2:13][O:14][c:15]2[cH:16][cH:17][c:18]([N:21]3[C:22](=[O:31])[c:23]4[cH:24][cH:25][cH:26][cH:27][c:28]4[C:29]3=[O:30])[cH:19][cH:20]2)[CH2:10][CH2:11][CH2:12]1)([CH3:5])([CH3:6])[CH3:7].[ClH:32].[O:33]1[CH2:34][CH2:35][O:36][CH2:37][CH2:38]1>>[ClH:32].[NH:8]1[CH:9]([CH2:13][O:14][c:15]2[cH:16][cH:17][c:18]([N:21]3[C:22](=[O:31])[c:23]4[cH:24][cH:25][cH:26][cH:27][c:28]4[C:29]3=[O:30])[cH:19][cH:20]2)[CH2:10][CH2:11][CH2:12]1.